Task: describe an organic reaction: reactants, conditions, products, and yield. Dataset: the Open Reaction Database (ORD), a public repository of structured organic reaction records Reactants: COC=1C=C(C=C(C1OC)OC)C1=CC2=NC=CC(=C2O1)C=1C=C(C(=O)O)C=CC1 (3-[2-(3,4,5-trimethoxyphenyl)furo[3,2-b]pyridin-7-yl]benzoic acid), CN1CCOCC1 (4-methylmorpholin). Product: O1CCN(CC1)C(=O)C1=CC(=CC=C1)C1=C2C(=NC=C1)C=C(O2)C2=CC(=C(C(=C2)OC)OC)OC (Morpholino-[3-[2-(3,4,5-trimethoxyphenyl)furo[3,2-b]pyridin-7-yl]phenyl]methanone). Yield: 70.0%. RXN SMILES: [CH3:1][O:2][C:3]1[CH:4]=[C:5]([C:13]2[O:21][C:20]3[C:15](=[N:16][CH:17]=[CH:18][C:19]=3[C:22]3[CH:23]=[C:24]([CH:28]=[CH:29][CH:30]=3)[C:25](O)=[O:26])[CH:14]=2)[CH:6]=[C:7]([O:11][CH3:12])[C:8]=1[O:9][CH3:10].C[N:32]1[CH2:37][CH2:36][O:35][CH2:34][CH2:33]1>>[O:35]1[CH2:36][CH2:37][N:32]([C:25]([C:24]2[CH:28]=[CH:29][CH:30]=[C:22]([C:19]3[CH:18]=[CH:17][N:16]=[C:15]4[CH:14]=[C:13]([C:5]5[CH:4]=[C:3]([O:2][CH3:1])[C:8]([O:9][CH3:10])=[C:7]([O:11][CH3:12])[CH:6]=5)[O:21][C:20]=34)[CH:23]=2)=[O:26])[CH2:33][CH2:34]1. Reported procedure: Starting from 3-[2-(3,4,5-trimethoxyphenyl)furo[3,2-b]pyridin-7-yl]benzoic acid (0.062 mmol) and 4-methylmorpholin (0.182 mmol) the product is prepared analogously to “A43” and obtained as colorless solid in a yield of 70%. HPLC (method A): Rt 2.59 min (purity 98.1%); LCMS (ESI+) (method E): Rt 1.76 min, M+H+ 475.2 m/z; 1H NMR (500 MHz, DMSO-d6) δ [ppm] 8.58 (d, J=5.1, 1H), 8.29 (t, J=1.5, 1H), 8.19 (d, J=8.0, 1H), 7.76 (s, 1H), 7.74-7.65 (m, 2H), 7.58 (d, J=7.6, 1H), 7.33 (s, 2H), 3.91 (d, J=11...